This data is from the Open Reaction Database (ORD), a public repository of structured organic reaction records. The task is: describe an organic reaction: reactants, conditions, products, and yield The reactants are N(=NC(=O)OCC)C(=O)OCC (diethyl azodicarboxylate), C1(=CC=CC=C1)CN1C[C@H](CC1)O ((S)-1-phenylmethyl-3-hydroxypyrrolidine), C1(C=2C(C(N1)=O)=CC=CC2)=O (phthalimide), C1(=CC=CC=C1)P(C1=CC=CC=C1)C1=CC=CC=C1 (triphenylphosphine). The solvent is O1CCCC1 (tetrahydrofuran). Reaction conditions: time 18 hour. The product is C1(=CC=CC=C1)CN1C[C@@H](CC1)N1C(C2=CC=CC=C2C1=O)=O ([R]-2-[1-(Phenylmethyl)-3-pyrrolidinyl]-1H-isoindole-1,3(2H)-dione). Isolated yield 79.0%. RXN SMILES: [C:1]1([CH2:7][N:8]2[CH2:12][CH2:11][C@H:10](O)[CH2:9]2)[CH:6]=[CH:5][CH:4]=[CH:3][CH:2]=1.[C:14]1(=[O:24])[NH:18][C:17](=[O:19])[C:16]2=[CH:20][CH:21]=[CH:22][CH:23]=[C:15]12.C1(P(C2C=CC=CC=2)C2C=CC=CC=2)C=CC=CC=1.N(C(OCC)=O)=NC(OCC)=O>O1CCCC1>[C:1]1([CH2:7][N:8]2[CH2:12][CH2:11][C@@H:10]([N:18]3[C:14](=[O:24])[C:15]4[C:16](=[CH:20][CH:21]=[CH:22][CH:23]=4)[C:17]3=[O:19])[CH2:9]2)[CH:6]=[CH:5][CH:4]=[CH:3][CH:2]=1. Procedure details: To a suspension of 8.9 g (50 mmol) of (S)-1-phenylmethyl-3-hydroxypyrrolidine [Synth. Commun., 15, 587 (1985)], 9.8 g (50 mmol) of phthalimide, 13.1 g (50 mmol) of triphenylphosphine and 100 ml of tetrahydrofuran was added, dropwise, a solution of 8.8 g (50 mmol) of diethyl azodicarboxylate at room temperature. The reaction was stirred for 18 hours and the solvent was removed in vacuo. The residue was triturated with ether and the solid was removed by filtration and chromatographed on silica gel...